Dataset: the Open Reaction Database (ORD), a public repository of structured organic reaction records. Task: describe an organic reaction: reactants, conditions, products, and yield Solvent: C(C)#N (acetonitrile). Starting materials: ( 6 ), C1(=CC=CC=C1)C1(OCCO1)CCCC1=NNC(C1)=O (3-(3-(2-phenyl-1,3-dioxolan-2-yl)propyl)-1H-pyrazol-5(4H)-one), ClB(Cl)Cl (trichloroborane). RXN SMILES: [C:1]1([C:7]2([CH2:12][CH2:13][CH2:14][C:15]3[CH2:19][C:18](=[O:20])[NH:17][N:16]=3)OCCO2)[CH:6]=[CH:5][CH:4]=[CH:3][CH:2]=1.ClB(Cl)Cl>C(#N)C>[C:1]1([C:7]2[N:16]3[N:17]=[C:18]([OH:20])[CH:19]=[C:15]3[CH2:14][CH2:13][CH:12]=2)[CH:6]=[CH:5][CH:4]=[CH:3][CH:2]=1. Run at time 6 hour. Yields the product C1(=CC=CC=C1)C1=CCCC=2N1N=C(C2)O (7-phenyl-4,5-dihydropyrazolo[1,5-a]pyridin-2-ol). The yield is 59.9%. Reported procedure: Step AAH (6): To a soln of 3-(3-(2-phenyl-1,3-dioxolan-2-yl)propyl)-1H-pyrazol-5(4H)-one (1.1 g, 4.01 mmol) in acetonitrile (15 mL) was added trichloroborane (1.0 M in CH2Cl2, 10.02 mL, 10.02 mmol) at −10° C. under nitrogen. The mixture was allowed to warm to rt, and stirred at rt for 6 h. The reaction was quenched with 50 mL of aqueous 0.1 N HCl (50 mL). The mixture was extracted with dichloromethane (3×80 mL). The organic layer was washed with brine, dried over Na2SO4, filtered and concentrate... The reactants are FC1=CC=C(C=C1)C1=C2CC(NC2=CC=C1)=O (4-(4-fluoro-phenyl)-1,3-dihydro-indol-2-one), CC1=C(NC(=C1C(=O)N1CCN(CC1)C)C)C=O (3,5-dimethyl-4-(4-methyl-piperazine-carbonyl) 1H-pyrrole-2-carbaldehyde). Reagents/catalysts: N1CCCCC1 (piperidine). Procedure details: To a solution of 4-(4-fluoro-phenyl)-1,3-dihydro-indol-2-one (56.8 mg, 0.25 mmol) and 3,5-dimethyl-4-(4-methyl-piperazine-carbonyl) 1H-pyrrole-2-carbaldehyde (64.8 mg, 0.26 mmol) in ethanol (2 mL) was added piperidine (3 drops). The reaction mixture was stirred at room temperature for three days. A yellow solid product was precipitated out, filtered, washed by ethanol for three times, and dried under high vacuum to provide 3-[3,5-Dimethyl-4-(4-methyl-piperazine-1-carbonyl)-1H-pyrrol-2-ylmethylen... Yields the product CC1=C(NC(=C1C(=O)N1CCN(CC1)C)C)C=C1C(NC2=CC=CC(=C12)C1=CC=C(C=C1)F)=O (3-[3,5-Dimethyl-4-(4-methyl-piperazine-1-carbonyl)-1H-pyrrol-2-ylmethylene]-4-(4-fluoro-phenyl)-1,3-dihydro-indol-2-one). Run at time 3 day. Solvent: C(C)O (ethanol). RXN SMILES: [F:1][C:2]1[CH:7]=[CH:6][C:5]([C:8]2[CH:16]=[CH:15][CH:14]=[C:13]3[C:9]=2[CH2:10][C:11](=[O:17])[NH:12]3)=[CH:4][CH:3]=1.[CH3:18][C:19]1[C:23]([C:24]([N:26]2[CH2:31][CH2:30][N:29]([CH3:32])[CH2:28][CH2:27]2)=[O:25])=[C:22]([CH3:33])[NH:21][C:20]=1[CH:34]=O>C(O)C.N1CCCCC1>[CH3:18][C:19]1[C:23]([C:24]([N:26]2[CH2:27][CH2:28][N:29]([CH3:32])[CH2:30][CH2:31]2)=[O:25])=[C:22]([CH3:33])[NH:21][C:20]=1[CH:34]=[C:10]1[C:9]2[C:13](=[CH:14][CH:15]=[CH:16][C:8]=2[C:5]2[CH:4]=[CH:3][C:2]([F:1])=[CH:7][CH:6]=2)[NH:12][C:11]1=[O:17]. Isolated yield 55.7%. Starting materials: CCOC(=O)C=Cc1ccccc1-c1cccc(C)c1C, C1CCOC1, [Na+], [OH-]. The product is Cc1cccc(-c2ccccc2C=CC(=O)O)c1C. Reaction SMILES: [CH2:1]([CH3:2])[O:3][C:4]([CH:5]=[CH:6][c:7]1[c:8](-[c:13]2[c:14]([CH3:20])[c:15]([CH3:19])[cH:16][cH:17][cH:18]2)[cH:9][cH:10][cH:11][cH:12]1)=[O:21].[CH2:24]1[O:25][CH2:26][CH2:27][CH2:28]1.[Na+:23].[OH-:22]>>[O:3]=[C:4]([CH:5]=[CH:6][c:7]1[c:8](-[c:13]2[c:14]([CH3:20])[c:15]([CH3:19])[cH:16][cH:17][cH:18]2)[cH:9][cH:10][cH:11][cH:12]1)[OH:21]. Starting materials: OCCCCCCBr, O=C([O-])[O-], CC(C)=O, [K+], [K+], Cc1csc(S)n1. The product is Cc1csc(SCCCCCCO)n1. RXN SMILES: [Br:8][CH2:9][CH2:10][CH2:11][CH2:12][CH2:13][CH2:14][OH:15].[C:16](=[O:17])([O-:18])[O-:19].[CH3:22][C:23](=[O:24])[CH3:25].[K+:20].[K+:21].[SH:1][c:2]1[s:3][cH:4][c:5]([CH3:7])[n:6]1>>[S:1]([c:2]1[s:3][cH:4][c:5]([CH3:7])[n:6]1)[CH2:9][CH2:10][CH2:11][CH2:12][CH2:13][CH2:14][OH:15].